This data is from the Open Reaction Database (ORD), a public repository of structured organic reaction records. The task is: describe an organic reaction: reactants, conditions, products, and yield Reactants: CC(C)N(C(C)C)P(OCCC#N)N(C(C)C)C(C)C, ClCCl, O=C(O)C(Cl)Cl, c1ccncc1. The product is O=C([O-])C(Cl)Cl, c1cc[nH+]cc1. Reaction SMILES: [C:13]([CH2:14][CH2:15][O:16][P:17]([N:18]([CH:19]([CH3:20])[CH3:21])[CH:22]([CH3:23])[CH3:24])[N:25]([CH:26]([CH3:27])[CH3:28])[CH:29]([CH3:30])[CH3:31])#[N:32].[Cl:33][CH2:34][Cl:35].[OH:7][C:8](=[O:9])[CH:10]([Cl:11])[Cl:12].[cH:1]1[cH:2][cH:3][n:4][cH:5][cH:6]1>>[O:7]=[C:8]([O-:9])[CH:10]([Cl:11])[Cl:12].[cH:1]1[cH:2][cH:3][nH+:4][cH:5][cH:6]1. Starting materials: O1CCCC1 (tetrahydrofuran), COC(C)(C)C (t-butyl methyl ether), C1(CCCCCC1)N1CCN(CC1)C(=O)OC\1C(CCC(CC(=O)OC(C(/C=C1)C)\C(=C\C=C\C(CC1C(C(C(CC)O[Si](CC)(CC)CC)C)O1)(O[Si](CC)(CC)CC)C)\C)O[Si](CC)(CC)CC)(C)OC(C)OCC ((8E,12E,14E)-7-{(4-cycloheptylpiperazin-1-yl)carbonyl}oxy-6-(1-ethoxyethoxy)-6,10,12,16,20-pentamethyl-3,16,21-tris(triethylsiloxy)-18,19-epoxytricosa-8,12,14-trien-11-olide), O1CCCC1 (tetrahydrofuran), [F-].C(CCC)[N+](CCCC)(CCCC)CCCC (tetrabutylammonium fluoride). Run in O (Water). Run at time 22 hour. Yields the product C1(CCCCCC1)N1CCN(CC1)C(=O)OC\1C(CCC(CC(=O)OC(C(/C=C1)C)\C(=C\C=C\C(CC1C(C(C(CC)O)C)O1)(C)O)\C)O)(C)OC(C)OCC ((8E,12E,14E)-7-{(4-cycloheptylpiperazin-1-yl)carbonyl}oxy-6-(1-ethoxyethoxy)-3,16,21-trihydroxy-6,10,12,16,20-pentamethyl-18,19-epoxytricosa-8,12,14-trien-11-olide). RXN SMILES: O1CCCC1.COC(C)(C)C.[CH:12]1([N:19]2[CH2:24][CH2:23][N:22]([C:25]([O:27][CH:28]3[C:29]([O:83][CH:84]([O:86][CH2:87][CH3:88])[CH3:85])([CH3:82])[CH2:30][CH2:31][CH:32]([O:74][Si](CC)(CC)CC)[CH2:33][C:34]([O:36][CH:37](/[C:42](/[CH3:73])=[CH:43]/[CH:44]=[CH:45]/[C:46]([CH3:72])([O:64][Si](CC)(CC)CC)[CH2:47][CH:48]4[O:63][CH:49]4[CH:50]([CH3:62])[CH:51]([O:54][Si](CC)(CC)CC)[CH2:52][CH3:53])[CH:38]([CH3:41])[CH:39]=[CH:40]3)=[O:35])=[O:26])[CH2:21][CH2:20]2)[CH2:18][CH2:17][CH2:16][CH2:15][CH2:14][CH2:13]1.[F-].C([N+](CCCC)(CCCC)CCCC)CCC>O>[CH:12]1([N:19]2[CH2:24][CH2:23][N:22]([C:25]([O:27][CH:28]3[C:29]([O:83][CH:84]([O:86][CH2:87][CH3:88])[CH3:85])([CH3:82])[CH2:30][CH2:31][CH:32]([OH:74])[CH2:33][C:34]([O:36][CH:37](/[C:42](/[CH3:73])=[CH:43]/[CH:44]=[CH:45]/[C:46]([OH:64])([CH3:72])[CH2:47][CH:48]4[O:63][CH:49]4[CH:50]([CH3:62])[CH:51]([OH:54])[CH2:52][CH3:53])[CH:38]([CH3:41])[CH:39]=[CH:40]3)=[O:35])=[O:26])[CH2:21][CH2:20]2)[CH2:18][CH2:17][CH2:16][CH2:15][CH2:14][CH2:13]1 |f:3.4|. Procedure: Under a nitrogen atmosphere and warming to hold the outside temperature at 25° C., tetrahydrofuran (145 mL) was added to a t-butyl methyl ether solution of the (8E,12E,14E)-7-{(4-cycloheptylpiperazin-1-yl)carbonyl}oxy-6-(1-ethoxyethoxy)-6,10,12,16,20-pentamethyl-3,16,21-tris(triethylsiloxy)-18,19-epoxytricosa-8,12,14-trien-11-olide obtained in Example 4, following which 93.8 mL (93.8 mmol) of a 1.0 M tetrahydrofuran solution of tetrabutylammonium fluoride was added dropwise over a period of 3 mi... Starting materials: CC(C)C[Al+]CC(C)C, Cl, [H-], CCOC(=O)c1cnoc1-c1ccc([N+](=O)[O-])cc1, C1CCOC1. The product is O=[N+]([O-])c1ccc(-c2oncc2CO)cc1. Reaction SMILES: [CH2:21]([Al+:22][CH2:23][CH:24]([CH3:25])[CH3:26])[CH:27]([CH3:28])[CH3:29].[ClH:30].[H-:20].[N+:1](=[O:2])([O-:3])[c:4]1[cH:5][cH:6][c:7](-[c:10]2[c:11]([C:15](=[O:16])[O:17][CH2:18][CH3:19])[cH:12][n:13][o:14]2)[cH:8][cH:9]1.[O:31]1[CH2:32][CH2:33][CH2:34][CH2:35]1>>[N+:1](=[O:2])([O-:3])[c:4]1[cH:5][cH:6][c:7](-[c:10]2[c:11]([CH2:15][OH:16])[cH:12][n:13][o:14]2)[cH:8][cH:9]1. The reactants are Cc1cc(C(=O)N2Cc3ccc(C(=O)O)n3Cc3ccccc32)ccc1C1=CCCCC1, CCOC(=O)C(N)Cc1ccc(O)cc1, CN(C)C=O, CCOC(C)=O, CCN(C(C)C)C(C)C, Cl, On1nnc2ccccc21. The product is CCOC(=O)C(Cc1ccc(O)cc1)NC(=O)c1ccc2n1Cc1ccccc1N(C(=O)c1ccc(C3=CCCCC3)c(C)c1)C2. Reaction SMILES: [C:1]1([c:7]2[c:8]([CH3:32])[cH:9][c:10]([C:11](=[O:12])[N:13]3[CH2:14][c:15]4[n:16]([c:24]([C:27](=[O:28])[OH:29])[cH:25][cH:26]4)[CH2:17][c:18]4[c:19]3[cH:20][cH:21][cH:22][cH:23]4)[cH:30][cH:31]2)=[CH:2][CH2:3][CH2:4][CH2:5][CH2:6]1.[CH2:34]([CH3:35])[O:36][C:37]([CH:38]([NH2:39])[CH2:40][c:41]1[cH:42][cH:43][c:44]([OH:47])[cH:45][cH:46]1)=[O:48].[CH3:68][N:69]([CH3:70])[CH:71]=[O:72].[CH3:73][CH2:74][O:75][C:76](=[O:77])[CH3:78].[CH:59]([N:60]([CH2:61][CH3:62])[CH:63]([CH3:64])[CH3:65])([CH3:66])[CH3:67].[ClH:33].[OH:49][n:50]1[c:51]2[cH:52][cH:53][cH:54][cH:55][c:56]2[n:57][n:58]1>>[C:1]1([c:7]2[c:8]([CH3:32])[cH:9][c:10]([C:11](=[O:12])[N:13]3[CH2:14][c:15]4[n:16]([c:24]([C:27](=[O:28])[NH:39][CH:38]([C:37]([O:36][CH2:34][CH3:35])=[O:48])[CH2:40][c:41]5[cH:42][cH:43][c:44]([OH:47])[cH:45][cH:46]5)[cH:25][cH:26]4)[CH2:17][c:18]4[c:19]3[cH:20][cH:21][cH:22][cH:23]4)[cH:30][cH:31]2)=[CH:2][CH2:3][CH2:4][CH2:5][CH2:6]1. Reactants: IC1=CC(=CC=2C=COC21)S(=O)(=O)Cl (7-iodo-1-benzofuran-5-sulfonyl chloride), IC1=CC(=CC=2C=COC21)S(=O)(=O)Cl (7-iodo-1-benzofuran-5-sulfonyl chloride), CC=1C=CC(=C(N)C1)OC (5-methyl-2-methoxyaniline), N1=CC=CC=C1 (pyridine). The solvent is ClCCl (dichloromethane). Run at time 8 hour. Yields the product IC1=CC(=CC=2C=COC21)S(=O)(=O)NC2=C(C=CC(=C2)C)OC (7-Iodo-N-(2-methoxy-5-methylphenyl)-1-benzofuran-5-sulfonamide). RXN SMILES: [I:1][C:2]1[C:10]2[O:9][CH:8]=[CH:7][C:6]=2[CH:5]=[C:4]([S:11](Cl)(=[O:13])=[O:12])[CH:3]=1.[CH3:15][C:16]1[CH:17]=[CH:18][C:19]([O:23][CH3:24])=[C:20]([CH:22]=1)[NH2:21].N1C=CC=CC=1>ClCCl>[I:1][C:2]1[C:10]2[O:9][CH:8]=[CH:7][C:6]=2[CH:5]=[C:4]([S:11]([NH:21][C:20]2[CH:22]=[C:16]([CH3:15])[CH:17]=[CH:18][C:19]=2[O:23][CH3:24])(=[O:13])=[O:12])[CH:3]=1. Procedure details: To a solution of 7-iodo-1-benzofuran-5-sulfonyl chloride (10.75 g, 31 mmol; Intermediate 56) in dichloromethane (200 mL) was added 5-methyl-2-methoxyaniline (4.25 g, 31 mmol) and pyridine (7.4 mL, 93 mmol) and allowed to stir at ambient temperature overnight. The dark red solution was washed with water, separated, dried and filtered through a plug of silica to remove most of the red impurity, and finally concentrated. Yield: 13.51 g (99%) red solid. HPLC 90% RT=2.58 min (System A; 30-80% MeCN ov... Starting materials: C1(CC1)C(C)=C1C(OC(OC1=O)(C)C)=O (5-(1-cyclopropylethylidene)-2,2-dimethyl-1,3-dioxane-4,6-dione), [C-]#N.[K+] (potassium cyanide). Product: C1(CC1)C(C#N)(C)C1C(OC(OC1=O)(C)C)=O (2-cyclopropyl-2-(2,2-dimethyl-4,6-dioxo-1,3-dioxan-5-yl)propanenitrile). RXN SMILES: [CH:1]1([C:4](=[C:6]2[C:11](=[O:12])[O:10][C:9]([CH3:14])([CH3:13])[O:8][C:7]2=[O:15])[CH3:5])[CH2:3][CH2:2]1.[C-:16]#[N:17].[K+]>>[CH:1]1([C:4]([CH:6]2[C:11](=[O:12])[O:10][C:9]([CH3:14])([CH3:13])[O:8][C:7]2=[O:15])([CH3:5])[C:16]#[N:17])[CH2:3][CH2:2]1 |f:1.2|. Procedure: This compound was prepared by using procedures analogous to those described for the synthesis of Example 120, Step 2 starting from 5-(1-cyclopropylethylidene)-2,2-dimethyl-1,3-dioxane-4,6-dione and potassium cyanide. The reactants are C1CCOC1, CBr, CCOCC, [Cl-], O=Cc1cc(NC(=O)N(CCC(c2ccccc2)c2ccccc2)CCN2CCOCC2)ccc1Cl, [Mg], [NH4+]. Product: CC(O)c1cc(NC(=O)N(CCC(c2ccccc2)c2ccccc2)CCN2CCOCC2)ccc1Cl. Reaction SMILES: [CH2:42]1[O:43][CH2:44][CH2:45][CH2:46]1.[CH3:37][Br:38].[CH3:47][CH2:48][O:49][CH2:50][CH3:51].[Cl-:40].[Cl:1][c:2]1[c:3]([CH:35]=[O:36])[cH:4][c:5]([NH:8][C:9]([N:10]([CH2:11][CH2:12][N:13]2[CH2:14][CH2:15][O:16][CH2:17][CH2:18]2)[CH2:19][CH2:20][CH:21]([c:22]2[cH:23][cH:24][cH:25][cH:26][cH:27]2)[c:28]2[cH:29][cH:30][cH:31][cH:32][cH:33]2)=[O:34])[cH:6][cH:7]1.[Mg:39].[NH4+:41]>>[Cl:1][c:2]1[c:3]([CH:35]([OH:36])[CH3:37])[cH:4][c:5]([NH:8][C:9]([N:10]([CH2:11][CH2:12][N:13]2[CH2:14][CH2:15][O:16][CH2:17][CH2:18]2)[CH2:19][CH2:20][CH:21]([c:22]2[cH:23][cH:24][cH:25][cH:26][cH:27]2)[c:28]2[cH:29][cH:30][cH:31][cH:32][cH:33]2)=[O:34])[cH:6][cH:7]1.